Dataset: the Open Reaction Database (ORD), a public repository of structured organic reaction records. Task: describe an organic reaction: reactants, conditions, products, and yield The product is OCN1C=C(C2=CC=CC=C12)C=1C(NC(C1C1=CN(C2=CC(=CC=C12)[N+](=O)[O-])C)=O)=O (3-(1-Hydroxymethyl-1H-indol-3-yl)-4-(1-methyl-6-nitro-1H-indol-3-yl)-pyrrole-2,5-dione). Run in C1CCOC1 (THF). Starting materials: COCN1C=C(C2=CC=CC=C12)C=1C(NC(C1C1=CN(C2=CC(=CC=C12)[N+](=O)[O-])C)=O)=O (3-(1-methoxymethyl-1H-indol-3-yl)-4-(1-methyl-6-nitro-1H-indol-3-yl)-pyrrole-2,5-dione), Cl (HCl). Reaction SMILES: C[O:2][CH2:3][N:4]1[C:12]2[C:7](=[CH:8][CH:9]=[CH:10][CH:11]=2)[C:6]([C:13]2[C:14](=[O:32])[NH:15][C:16](=[O:31])[C:17]=2[C:18]2[C:26]3[C:21](=[CH:22][C:23]([N+:27]([O-:29])=[O:28])=[CH:24][CH:25]=3)[N:20]([CH3:30])[CH:19]=2)=[CH:5]1.Cl>C1COCC1>[OH:2][CH2:3][N:4]1[C:12]2[C:7](=[CH:8][CH:9]=[CH:10][CH:11]=2)[C:6]([C:13]2[C:14](=[O:32])[NH:15][C:16](=[O:31])[C:17]=2[C:18]2[C:26]3[C:21](=[CH:22][C:23]([N+:27]([O-:29])=[O:28])=[CH:24][CH:25]=3)[N:20]([CH3:30])[CH:19]=2)=[CH:5]1. Procedure details: A solution of 727.5 mg of 3-[1-(methoxymethyl)-1H-indol-3-yl)-4-(1-methyl-6-nitro-1H-indole-3-yl)-pyrrole-2,5-dione (11) from Step F above in 65 ml of THF was treated with approximately 40 ml of 2N-HCl. The reaction mixture was refluxed for 5 hours, cooled and the product was extracted with ethyl acetate. The organic phase was dried on MgSO4 and the solvent evaporated to give an orange solid. Chromatographic purification of this material yielded 123.3 mg of 3-(1-hydroxymethyl-1H-indol-3-yl)-4-(1... The yield is 17.5%. Reactants: NC1=C(C=C(C=2N1C=C(N2)C(C)C)C(=O)OC)Cl (Methyl 5-Amino-6-chloro-2-isopropylimidazo[1,2-a]pyridine-8-carboxylate), C(Cl)Cl (CH2Cl2). Run in CO (MeOH). The product is NC1=C(C=C(C=2N1C=C(N2)C(C)C)C(=O)O)Cl (5-Amino-6-chloro-2-isopropylimidazo[1,2-a]pyridine-8-carboxylic Acid). Reaction SMILES: [NH2:1][C:2]1[N:7]2[CH:8]=[C:9]([CH:11]([CH3:13])[CH3:12])[N:10]=[C:6]2[C:5]([C:14]([O:16]C)=[O:15])=[CH:4][C:3]=1[Cl:18].C(Cl)Cl>CO>[NH2:1][C:2]1[N:7]2[CH:8]=[C:9]([CH:11]([CH3:13])[CH3:12])[N:10]=[C:6]2[C:5]([C:14]([OH:16])=[O:15])=[CH:4][C:3]=1[Cl:18]. Procedure details: The title compound was prepared according to the procedure described in the step 4 in EXAMPLE 1 (METHOD A) from methyl 5-amino-6-chloro-2-isopropylimidazo[1,2-a]pyridine-8-carboxylate (EXAMPLE 20, Step 1). Rf value: 0.33 (CH2Cl2:MeOH, 20:1, v/v) Reactants: C(C1=CC=CC=C1)O[C@H](CC(CC(=O)OC(C)(C)C)=O)CCCC (t-Butyl (S)-5-benzyloxy-3-oxononanoate), (S)-iodo-π-p-cymene[2,2'-bis(di-p-tolylphosphino)-1,1'-binaphthyl]ruthenium iodide. The solvent is CO (methanol). Product: C(C1=CC=CC=C1)O[C@H](C[C@@H](CC(=O)OC(C)(C)C)O)CCCC (t-Butyl (3S,5S)-5-benzyloxy-3-hydroxynonanoate). The yield is 73.6%. RXN SMILES: [CH2:1]([O:8][C@@H:9]([CH2:21][CH2:22][CH2:23][CH3:24])[CH2:10][C:11](=[O:20])[CH2:12][C:13]([O:15][C:16]([CH3:19])([CH3:18])[CH3:17])=[O:14])[C:2]1[CH:7]=[CH:6][CH:5]=[CH:4][CH:3]=1>CO>[CH2:1]([O:8][C@@H:9]([CH2:21][CH2:22][CH2:23][CH3:24])[CH2:10][C@H:11]([OH:20])[CH2:12][C:13]([O:15][C:16]([CH3:17])([CH3:18])[CH3:19])=[O:14])[C:2]1[CH:7]=[CH:6][CH:5]=[CH:4][CH:3]=1. Procedure: In a 500 ml autoclave were charged 95 ml of dried methanol, 22.0 g of the compound obtained in Step 2, and 0.634 g of (S)-iodo-π-p-cymene[2,2'-bis(di-p-tolylphosphino)-1,1'-binaphthyl]ruthenium iodide in a nitrogen stream, and the mixture was allowed to react at room temperature under a hydrogen pressure of 75 to 80 kg/cm2 for 18 hours. The solvent was removed by distillation under reduced pressure to obtain 22.3 g of a crude product. Purification by silica gel column chromatography gave 16.3 g ...